This data is from the Open Reaction Database (ORD), a public repository of structured organic reaction records. The task is: describe an organic reaction: reactants, conditions, products, and yield Reactants: Cl, Cl[Cu], O=N[O-], Nc1ccc([N+](=O)[O-])cc1I, [Na+], O. Product: O=[N+]([O-])c1ccc(Cl)c(I)c1. RXN SMILES: [ClH:16].[Cu:18][Cl:19].[N:12]([O-:13])=[O:14].[NH2:1][c:2]1[c:3]([I:11])[cH:4][c:5]([N+:8](=[O:9])[O-:10])[cH:6][cH:7]1.[Na+:15].[OH2:17]>>[c:2]1([Cl:16])[c:3]([I:11])[cH:4][c:5]([N+:8](=[O:9])[O-:10])[cH:6][cH:7]1. RXN SMILES: [CH3:13][C:14]([CH3:15])=[O:16].[Cl:17][CH2:18][CH2:19][Cl:20].[F:1][C:2]([O:3][c:4]1[cH:5][cH:6][c:7]([NH2:8])[cH:9][cH:10]1)([F:11])[F:12]>>[F:1][C:2]([O:3][c:4]1[cH:5][cH:6][c:7]([NH:8][CH:14]([CH3:13])[CH3:15])[cH:9][cH:10]1)([F:11])[F:12]. Yields the product CC(C)Nc1ccc(OC(F)(F)F)cc1. Starting materials: CC(C)=O, ClCCCl, Nc1ccc(OC(F)(F)F)cc1.